Task: describe an organic reaction: reactants, conditions, products, and yield. Dataset: the Open Reaction Database (ORD), a public repository of structured organic reaction records Product: C(#C)[C@H]1CC[C@H](N1C(CNC1(CCN(CC1)C1=NC=CC=C1C#N)C)=O)C#N ((2S,5R)-5-ethynyl-1-(N-(4-methyl-1-(3-cyano-pyridin-2-yl)piperidin-4-yl)glycyl)pyrrolidine-2-carbonitrile). Reactants: NC1(CCN(CC1)C1=NC=C(C=C1)C#N)C (4-Amino-4-methyl-3,4,5,6-tetrahydro-2H-(1,2′)bipyridinyl-5′-carbonitrile), ClCC(=O)N1[C@@H](CC[C@@H]1C#C)C#N ((2S,5R)-1-(chloroacetyl)-5-ethynylpyrrolidine-2-carbonitrile), C(C)#N (acetonitrile). RXN SMILES: [NH2:1][C:2]1([CH3:16])[CH2:7][CH2:6][N:5]([C:8]2[CH:13]=[CH:12][C:11](C#N)=[CH:10][N:9]=2)[CH2:4][CH2:3]1.Cl[CH2:18][C:19]([N:21]1[C@@H:25]([C:26]#[CH:27])[CH2:24][CH2:23][C@H:22]1[C:28]#[N:29])=[O:20].[C:30](#[N:32])C>>[C:26]([C@@H:25]1[N:21]([C:19](=[O:20])[CH2:18][NH:1][C:2]2([CH3:16])[CH2:3][CH2:4][N:5]([C:8]3[C:13]([C:30]#[N:32])=[CH:12][CH:11]=[CH:10][N:9]=3)[CH2:6][CH2:7]2)[C@H:22]([C:28]#[N:29])[CH2:23][CH2:24]1)#[CH:27]. Reported procedure: A mixture of Example 30D (60 mg, 0.31 mmol) and (2S,5R)-1-(chloroacetyl)-5-ethynylpyrrolidine-2-carbonitrile (105 mg, 0.49 mmol, Example 8D) in acetonitrile (2 mL) was stirred at 23° C. for 72 hours. The reaction mixture was concentrated under reduced pressure, and the crude residue was purified by chromatography (silica gel, eluting with 96% dichloromethane/4% methanol/0.1% ammonium hydroxide) to provide the titled compound as a white foam. MS (CI) m/z 377 (M+1)+; 1H NMR (300 MHz, CDCl3) δ ppm ... Starting materials: FC1=CC=C(C=C1)C(C)=O (4'-fluoroacetophenone), BrC=1C=C(C=CC1)S (3-bromobenzenethiol). Product: BrC=1C=C(C=CC1)SC1=CC=C(C=C1)C(C)=O (4'-(3-bromophenylthio)acetophenone). Yield: 82.0%. As a reaction SMILES: F[C:2]1[CH:7]=[CH:6][C:5]([C:8](=[O:10])[CH3:9])=[CH:4][CH:3]=1.[Br:11][C:12]1[CH:13]=[C:14]([SH:18])[CH:15]=[CH:16][CH:17]=1>>[Br:11][C:12]1[CH:13]=[C:14]([S:18][C:2]2[CH:7]=[CH:6][C:5]([C:8](=[O:10])[CH3:9])=[CH:4][CH:3]=2)[CH:15]=[CH:16][CH:17]=1. Procedure details: Using an analogous procedure to that described in the last paragraph of the portion of Example 66 which is concerned with the preparation of starting materials, 4'-fluoroacetophenone was reacted with 3-bromobenzenethiol to give 4'-(3-bromophenylthio)acetophenone in 82% yield, m.p. 54°-57° C.